From a dataset of the Open Reaction Database (ORD), a public repository of structured organic reaction records. describe an organic reaction: reactants, conditions, products, and yield Starting materials: C1CCOC1, CCOC(=O)N=NC(=O)OCC, COC(=O)COc1cccc(CCO)c1, O=c1cc(-c2ccccc2)c(-c2ccccc2)n[nH]1, c1ccc(P(c2ccccc2)c2ccccc2)cc1. Product: COC(=O)COc1cccc(CCn2nc(-c3ccccc3)c(-c3ccccc3)cc2=O)c1. Reaction SMILES: [CH2:66]1[O:67][CH2:68][CH2:69][CH2:70]1.[O:1]=[C:2]([O:3][CH2:4][CH3:5])[N:6]=[N:7][C:8]([O:9][CH2:10][CH3:11])=[O:12].[OH:32][CH2:33][CH2:34][c:35]1[cH:36][c:37]([O:38][CH2:39][C:40](=[O:41])[O:42][CH3:43])[cH:44][cH:45][cH:46]1.[c:13]1(-[c:19]2[cH:20][c:21](=[O:31])[nH:22][n:23][c:24]2-[c:25]2[cH:26][cH:27][cH:28][cH:29][cH:30]2)[cH:14][cH:15][cH:16][cH:17][cH:18]1.[c:47]1([P:48]([c:49]2[cH:50][cH:51][cH:52][cH:53][cH:54]2)[c:55]2[cH:56][cH:57][cH:58][cH:59][cH:60]2)[cH:61][cH:62][cH:63][cH:64][cH:65]1>>[c:13]1(-[c:19]2[cH:20][c:21](=[O:31])[n:22]([CH2:33][CH2:34][c:35]3[cH:36][c:37]([O:38][CH2:39][C:40](=[O:41])[O:42][CH3:43])[cH:44][cH:45][cH:46]3)[n:23][c:24]2-[c:25]2[cH:26][cH:27][cH:28][cH:29][cH:30]2)[cH:14][cH:15][cH:16][cH:17][cH:18]1. The solvent is O (water). Reactants: N(N)C=1C2=C(N=NN1)C1=C(S2)C=CC=C1 (4-hydrazino[1]benzothieno[3,2-d]-v-triazine), mercuric oxide. Procedure: A 2.1 g. portion of the 4-hydrazino product of Example 5 was suspended in 130 ml. of water containing 5.4 g. of mercuric oxide and the mixture was stirred at reflux temperature for 4 hours. The mixture was then cooled and filtered, and the solids were triturated with hot ethyl acetate. After filtration, the filtrate was evaporated under vacuum. The residue was redissolved in ethyl acetate-hexane and was chromatographed over a silica gel column with 1:1 ethyl acetate-hexane as the eluant. The sec... Reaction SMILES: N([C:3]1[C:4]2[S:11][C:10]3[CH:12]=[CH:13][CH:14]=[CH:15][C:9]=3[C:5]=2[N:6]=[N:7][N:8]=1)N>O>[N:6]1[C:5]2[C:9]3[CH:15]=[CH:14][CH:13]=[CH:12][C:10]=3[S:11][C:4]=2[CH:3]=[N:8][N:7]=1. Yields the product N1=NN=CC2=C1C1=C(S2)C=CC=C1 ([1]benzothieno[3,2-d]-v-triazine). Reactants: CCCC(CC(=O)n1c2ccccc2c2ccccc21)C(=O)OCc1ccccc1, CCOC(C)=O, [H][H]. Yields the product CCCC(CC(=O)n1c2ccccc2c2ccccc21)C(=O)O. Reaction SMILES: [CH2:1]([c:2]1[cH:3][cH:4][cH:5][cH:6][cH:7]1)[O:8][C:9]([CH:10]([CH2:11][CH2:12][CH3:13])[CH2:14][C:15](=[O:16])[n:17]1[c:18]2[cH:19][cH:20][cH:21][cH:22][c:23]2[c:24]2[cH:25][cH:26][cH:27][cH:28][c:29]12)=[O:30].[CH3:33][CH2:34][O:35][C:36]([CH3:37])=[O:38].[H:31][H:32]>>[O:8]=[C:9]([CH:10]([CH2:11][CH2:12][CH3:13])[CH2:14][C:15](=[O:16])[n:17]1[c:18]2[cH:19][cH:20][cH:21][cH:22][c:23]2[c:24]2[cH:25][cH:26][cH:27][cH:28][c:29]12)[OH:30].